describe an organic reaction: reactants, conditions, products, and yield From a dataset of the Open Reaction Database (ORD), a public repository of structured organic reaction records. RXN SMILES: [F:1][c:2]1[cH:3][c:4]2[c:9]([cH:10][cH:11]1)[CH:8]([CH:12]([CH3:13])[CH3:14])[C:7]([OH:15])([CH2:16][C:17](=[O:18])[OH:19])[CH2:6][CH2:5]2.[nH:20]1[c:21]([CH2:29][CH2:30][CH2:31][NH:32][CH3:33])[n:22][c:23]2[c:24]1[cH:25][cH:26][cH:27][cH:28]2>>[F:1][c:2]1[cH:3][c:4]2[c:9]([cH:10][cH:11]1)[CH:8]([CH:12]([CH3:13])[CH3:14])[C:7]([OH:15])([CH2:16][C:17](=[O:18])[N:32]([CH2:31][CH2:30][CH2:29][c:21]1[nH:20][c:24]3[c:23]([n:22]1)[cH:28][cH:27][cH:26][cH:25]3)[CH3:33])[CH2:6][CH2:5]2. The product is CC(C)C1c2ccc(F)cc2CCC1(O)CC(=O)N(C)CCCc1nc2ccccc2[nH]1. Reactants: CC(C)C1c2ccc(F)cc2CCC1(O)CC(=O)O, CNCCCc1nc2ccccc2[nH]1. The reactants are CO, Cn1c(C(F)(F)F)nc2cc([N+](=O)[O-])ccc21. Product: Cn1c(C(F)(F)F)nc2cc(N)ccc21. As a reaction SMILES: [CH3:18][OH:19].[CH3:1][n:2]1[c:3]([C:14]([F:15])([F:16])[F:17])[n:4][c:5]2[c:6]1[cH:7][cH:8][c:9]([N+:11]([O-:12])=[O:13])[cH:10]2>>[CH3:1][n:2]1[c:3]([C:14]([F:15])([F:16])[F:17])[n:4][c:5]2[c:6]1[cH:7][cH:8][c:9]([NH2:11])[cH:10]2. Starting materials: CCOC(=O)c1ncn2c1CN(Cc1ccc(OC)cc1OC)C(=O)c1ccccc1-2, O=C(O)C(F)(F)F. Yields the product CCOC(=O)c1ncn2c1CNC(=O)c1ccccc1-2. As a reaction SMILES: [CH3:1][O:2][c:3]1[cH:4][c:5]([O:26][CH3:27])[cH:28][cH:29][c:30]1[CH2:31][N:6]1[CH2:7][c:8]2[n:9]([cH:18][n:19][c:20]2[C:21](=[O:22])[O:23][CH2:24][CH3:25])-[c:10]2[c:11]([cH:14][cH:15][cH:16][cH:17]2)[C:12]1=[O:13].[OH:32][C:33]([C:34]([F:35])([F:36])[F:37])=[O:38]>>[NH:6]1[CH2:7][c:8]2[n:9]([cH:18][n:19][c:20]2[C:21](=[O:22])[O:23][CH2:24][CH3:25])-[c:10]2[c:11]([cH:14][cH:15][cH:16][cH:17]2)[C:12]1=[O:13].